Dataset: the Open Reaction Database (ORD), a public repository of structured organic reaction records. Task: describe an organic reaction: reactants, conditions, products, and yield Reactants: C(C1=CC=CC=C1)(C1=CC=CC=C1)NC(OC1CCN(CC1)CC1=CC=CC=C1)=O (1-benzyl-4-piperidyl benzhydrylcarbamate), C(=O)O (formic acid). The reagents and catalysts are [Pd] (Palladium on carbon). Run in CO (methanol). Run at time 18 hour. Product: C(C1=CC=CC=C1)(C1=CC=CC=C1)NC(OC1CCNCC1)=O (4-piperidyl benzhydrylcarbamate). Isolated yield 46.5%. Reaction SMILES: [CH:1]([NH:14][C:15](=[O:30])[O:16][CH:17]1[CH2:22][CH2:21][N:20](CC2C=CC=CC=2)[CH2:19][CH2:18]1)([C:8]1[CH:13]=[CH:12][CH:11]=[CH:10][CH:9]=1)[C:2]1[CH:7]=[CH:6][CH:5]=[CH:4][CH:3]=1.C(O)=O>CO.[Pd]>[CH:1]([NH:14][C:15](=[O:30])[O:16][CH:17]1[CH2:22][CH2:21][NH:20][CH2:19][CH2:18]1)([C:2]1[CH:7]=[CH:6][CH:5]=[CH:4][CH:3]=1)[C:8]1[CH:9]=[CH:10][CH:11]=[CH:12][CH:13]=1. Procedure details: 1-benzyl-4-piperidyl benzhydrylcarbamate (1.1 g, 4.5 mmol) was dissolved in anhydrous methanol (15 mL) and formic acid (5 mL, 132 mmol) and the solution was flushed with gaseous nitrogen for 15 min. 10% Palladium on carbon (0.3 g) was added and the reaction mixture was stirred under nitrogen atmosphere . After 18 h, the reaction mixture was filtered through Celite® and the filtrate was concentrated to give a yellow solid. The solid was partitioned between 0.1 N hydrochloric acid (300 mL) and die... Reactants: OCC(N1CCOCC1)C1=CC=CC(=N1)NC1=C(N=C(S1)C=1C=NC(=CC1)N1CCOCC1)C(=O)OCC (Ethyl 5-{[6-(2-hydroxy-1-morpholin-4-ylethyl)pyridin-2-yl]amino}-2-(6-morpholin-4-ylpyridin-3-yl)-1,3-thiazole-4-carboxylate), Cl (hydrochloric acid), CO (methanol), [OH-].[K+] (potassium hydroxide). Run in C(C)(C)(C)O (tert-butanol). Run at temperature 60 celsius, time 4.5 hour. Yields the product OCC(N1CCOCC1)C1=CC=CC(=N1)NC1=C(N=C(S1)C=1C=NC(=CC1)N1CCOCC1)C(=O)O (5-{[6-(2-Hydroxy-1-morpholin-4-ylethyl)pyridin-2-yl]amino}-2-(6-morpholin-4-ylpyridin-3-yl)-1,3-thiazole-4-carboxylic acid). As a reaction SMILES: [OH:1][CH2:2][CH:3]([C:10]1[N:15]=[C:14]([NH:16][C:17]2[S:21][C:20]([C:22]3[CH:23]=[N:24][C:25]([N:28]4[CH2:33][CH2:32][O:31][CH2:30][CH2:29]4)=[CH:26][CH:27]=3)=[N:19][C:18]=2[C:34]([O:36]CC)=[O:35])[CH:13]=[CH:12][CH:11]=1)[N:4]1[CH2:9][CH2:8][O:7][CH2:6][CH2:5]1.CO.[OH-].[K+].Cl>C(O)(C)(C)C>[OH:1][CH2:2][CH:3]([C:10]1[N:15]=[C:14]([NH:16][C:17]2[S:21][C:20]([C:22]3[CH:23]=[N:24][C:25]([N:28]4[CH2:33][CH2:32][O:31][CH2:30][CH2:29]4)=[CH:26][CH:27]=3)=[N:19][C:18]=2[C:34]([OH:36])=[O:35])[CH:13]=[CH:12][CH:11]=1)[N:4]1[CH2:5][CH2:6][O:7][CH2:8][CH2:9]1 |f:2.3|. Reported procedure: Ethyl 5-{[6-(2-hydroxy-1-morpholin-4-ylethyl)pyridin-2-yl]amino}-2-(6-morpholin-4-ylpyridin-3-yl)-1,3-thiazole-4-carboxylate (68 mg, 0.126 mmol) was taken up in tert-butanol (1.3 mL) and methanol (1.3 mL) and aqueous 1.0 M potassium hydroxide (0.63 mL, 0.63 mmol) was added. The resulting slurry was stirred at 60° C. for 4.5 hrs (the slurry became a homogenous yellow solution soon after reaching 60° C.). The reaction was cooled to room temperature and neutralized with 0.63 mL 1M aqueous hydrochlo... Starting materials: FC(S(=O)(=O)OCC(COC1OCCCC1)(F)F)(F)F (2,2-difluoro-3-tetrahydropyranyloxypropyl trifluoromethanesulfonate), C1(C=2C(C(N1)=O)=CC=CC2)=O.[K] (potassium phthalimide). Run in CN(C=O)C (dimethylformamide). Reaction conditions: temperature 85 celsius. The product is FC(COC1OCCCC1)(CN1C(C=2C(C1=O)=CC=CC2)=O)F (2,2-DIFLUORO-3-PHTHALIMIDO-1-TETRAHYDROPYRANYLOXYPROPANE). Reaction SMILES: FC(F)(F)S(O[CH2:7][C:8]([F:18])([F:17])[CH2:9][O:10][CH:11]1[CH2:16][CH2:15][CH2:14][CH2:13][O:12]1)(=O)=O.[C:21]1(=[O:31])[NH:25][C:24](=[O:26])[C:23]2=[CH:27][CH:28]=[CH:29][CH:30]=[C:22]12.[K]>CN(C)C=O>[F:17][C:8]([F:18])([CH2:7][N:25]1[C:24](=[O:26])[C:23]2=[CH:27][CH:28]=[CH:29][CH:30]=[C:22]2[C:21]1=[O:31])[CH2:9][O:10][CH:11]1[CH2:16][CH2:15][CH2:14][CH2:13][O:12]1 |f:1.2,^1:31|. Reported procedure: A mixture of 2,2-difluoro-3-tetrahydropyranyloxypropyl trifluoromethanesulfonate (2.3 g, 7 mmol), potassium phthalimide (1.4 g, 7.7 mmol) and anhydrous dimethylformamide (50 ml) under nitrogen was stirred and heated at 85° C. overnight. After cooling, salts are filtered off, and the solvent was removed in uacuo. The residue was taken up in dichloromethane (100 ml), washed with 0.5M NaOH (30 ml) and brine. The organic phase was separated, dried over magnesium sulfate and concentrated. The desired...